The task is: describe an organic reaction: reactants, conditions, products, and yield. This data is from the Open Reaction Database (ORD), a public repository of structured organic reaction records. The reactants are O\N=C(\COCCC)/N ((1Z)—N′-hydroxy-2-propoxyethanimidamide), CaH2, ClC(C(=O)OC)=O (methyl chloro(oxo)acetate). As a reaction SMILES: [OH:1]/[N:2]=[C:3](\[NH2:9])/[CH2:4][O:5][CH2:6][CH2:7][CH3:8].Cl[C:11](=O)[C:12]([O:14][CH3:15])=[O:13]>C1COCC1>[CH2:6]([O:5][CH2:4][C:3]1[N:9]=[C:11]([C:12]([O:14][CH3:15])=[O:13])[O:1][N:2]=1)[CH2:7][CH3:8]. Solvent: C1CCOC1 (THF). Procedure details: To a solution of (1Z)—N′-hydroxy-2-propoxyethanimidamide (3.1 g) in absolute THF under Ar atmosphere is added CaH2 (1.09 g) and molecular sieves (4 A°). The mixture is stirred for 10 min and subsequently methyl chloro(oxo)acetate (3.16 g) is added and the reaction mixture is stirred for 3 h under reflux conditions. The mixture is filtered through celite and the filtrate is evaporated to dryness under vacuo. The resulting residue is purified by flash column chromatography (silica gel, eluent: cyc... Conditions: time 10 minute. Product: C(CC)OCC1=NOC(=N1)C(=O)OC (Methyl 3-(propoxymethyl)-1,2,4-oxadiazole-5-carboxylate). The reactants are COC([C@@H](NC(=O)OC(C)(C)C)CC1=CC=C(C=C1)O)=O (N-(tert-butoxycarbonyl)-L-tyrosine methyl ester), C(=O)([O-])[O-].[K+].[K+] (K2CO3), C1(CCCCC1)CBr (cyclohexylmethyl bromide). The reagents and catalysts are [N+](CCCC)(CCCC)(CCCC)CCCC.[I-] (n-Bu4NI). Run in CN(C)C=O (DMF), [Cl-].[Na+].O (brine). Reaction conditions: time 1 day. Yields the product COC([C@@H](NC(=O)OC(C)(C)C)CC1=CC=C(C=C1)OCC1CCCCC1)=O (N-(tert-butoxycarbonyl)-O-cyclohexylmethyl-L-tyrosine methyl ester). As a reaction SMILES: [CH3:1][O:2][C:3](=[O:21])[C@H:4]([CH2:13][C:14]1[CH:19]=[CH:18][C:17]([OH:20])=[CH:16][CH:15]=1)[NH:5][C:6]([O:8][C:9]([CH3:12])([CH3:11])[CH3:10])=[O:7].C([O-])([O-])=O.[K+].[K+].[CH:28]1([CH2:34]Br)[CH2:33][CH2:32][CH2:31][CH2:30][CH2:29]1>[N+](CCCC)(CCCC)(CCCC)CCCC.[I-].CN(C=O)C.[Cl-].[Na+].O>[CH3:1][O:2][C:3](=[O:21])[C@H:4]([CH2:13][C:14]1[CH:19]=[CH:18][C:17]([O:20][CH2:34][CH:28]2[CH2:33][CH2:32][CH2:31][CH2:30][CH2:29]2)=[CH:16][CH:15]=1)[NH:5][C:6]([O:8][C:9]([CH3:12])([CH3:10])[CH3:11])=[O:7] |f:1.2.3,5.6,8.9.10|. Reported procedure: To a mixture of N-(tert-butoxycarbonyl)-L-tyrosine methyl ester (356 mg), K2CO3 (830 mg), n-Bu4NI (89 mg) in DMF (5 ml) was added cyclohexylmethyl bromide (202 μl) and the mixture was stirred for 1 day at room temperature. After addition of brine (40 ml), the resulting mixture was extracted with AcOEt. The extract was dried over Na2SO4 and the solvent was removed in vacuo. The residue was purified by column chromatography on silica gel (eluent; 9:1, Hexane/AcOEt→1:1, Hexane/AcOEt) to give N-(ter... Yield: 74.2%. Yields the product ClP1OC2=C(CC3=C(O1)C(=CC(=C3)C(C)(C)C)C(C)(C)C)C=C(C=C2C(C)(C)C)C(C)(C)C (6-Chloro-2,4,8,10-tetra-tert-butyl- 12H-dibenzo[d,g][1,3,2]dioxaphosphocin). As a reaction SMILES: [CH2:1]([C:17]1[CH:22]=[C:21]([C:23]([CH3:26])([CH3:25])[CH3:24])[CH:20]=[C:19]([C:27]([CH3:30])([CH3:29])[CH3:28])[C:18]=1[OH:31])[C:2]1[CH:7]=[C:6]([C:8]([CH3:11])([CH3:10])[CH3:9])[CH:5]=[C:4]([C:12]([CH3:15])([CH3:14])[CH3:13])[C:3]=1[OH:16].CN1CCCC1=O.[P:39](Cl)(Cl)[Cl:40]>C1(C)C=CC=CC=1>[Cl:40][P:39]1[O:16][C:3]2[C:4]([C:12]([CH3:15])([CH3:14])[CH3:13])=[CH:5][C:6]([C:8]([CH3:11])([CH3:9])[CH3:10])=[CH:7][C:2]=2[CH2:1][C:17]2[CH:22]=[C:21]([C:23]([CH3:26])([CH3:25])[CH3:24])[CH:20]=[C:19]([C:27]([CH3:30])([CH3:29])[CH3:28])[C:18]=2[O:31]1. The reactants are C(C1=C(C(=CC(=C1)C(C)(C)C)C(C)(C)C)O)C1=C(C(=CC(=C1)C(C)(C)C)C(C)(C)C)O (2,2'-methylenebis(4,6-di-tert-butylphenol)), CN1C(CCC1)=O (1-methyl-2-pyrrolidinone), P(Cl)(Cl)Cl (phosphorus trichloride). Run in C1(=CC=CC=C1)C (toluene). Procedure details: To a solution of 25.0 g (0.059 mol) of 2,2'-methylenebis(4,6-di-tert-butylphenol) and 0.57 mL (5.9 mmol) of 1-methyl-2-pyrrolidinone in 275 mL of toluene at ambient temperature is added dropwise 5.16 mL (0.059 mol) of phosphorus trichloride. After the addition is complete, the reaction mixture is refluxed for eight hours. After cooling the mixture to ambient temperature, the toluene is removed in vacuo and the reaction mass is recrystallized twice from 250 mL of 98% acetonitrile and 2% toluene (... Starting materials: CC(=O)O, [BH3-]C#N, C1CCOC1, CO, CCOC(=O)C1CCNCC1, [Na+], Nc1c(Cl)cc(CC(OC(=O)N2CCC(N3CCc4ccccc4NC3=O)CC2)C(=O)N2CCC(=O)CC2)cc1C(F)(F)F. Yields the product CCOC(=O)C1CCN(C2CCN(C(=O)C(Cc3cc(Cl)c(N)c(C(F)(F)F)c3)OC(=O)N3CCC(N4CCc5ccccc5NC4=O)CC3)CC2)CC1. Reaction SMILES: [C:12]([OH:13])(=[O:14])[CH3:15].[C:60]([BH3-:61])#[N:62].[CH2:64]1[O:65][CH2:66][CH2:67][CH2:68]1.[CH3:69][OH:70].[NH:1]1[CH2:2][CH2:3][CH:4]([C:7](=[O:8])[O:9][CH2:10][CH3:11])[CH2:5][CH2:6]1.[Na+:63].[O:16]=[C:17]1[NH:18][c:19]2[c:20]([cH:56][cH:57][cH:58][cH:59]2)[CH2:21][CH2:22][N:23]1[CH:24]1[CH2:25][CH2:26][N:27]([C:30](=[O:31])[O:32][CH:33]([C:34]([N:35]2[CH2:36][CH2:37][C:38](=[O:41])[CH2:39][CH2:40]2)=[O:42])[CH2:43][c:44]2[cH:45][c:46]([Cl:55])[c:47]([NH2:54])[c:48]([C:50]([F:51])([F:52])[F:53])[cH:49]2)[CH2:28][CH2:29]1>>[N:1]1([CH:38]2[CH2:37][CH2:36][N:35]([C:34]([CH:33]([O:32][C:30]([N:27]3[CH2:26][CH2:25][CH:24]([N:23]4[C:17](=[O:16])[NH:18][c:19]5[c:20]([cH:56][cH:57][cH:58][cH:59]5)[CH2:21][CH2:22]4)[CH2:29][CH2:28]3)=[O:31])[CH2:43][c:44]3[cH:45][c:46]([Cl:55])[c:47]([NH2:54])[c:48]([C:50]([F:51])([F:52])[F:53])[cH:49]3)=[O:42])[CH2:40][CH2:39]2)[CH2:2][CH2:3][CH:4]([C:7](=[O:8])[O:9][CH2:10][CH3:11])[CH2:5][CH2:6]1. Starting materials: FC=1C=C(C=CC1OC)N1C(CC(C1)CO)=O (1-(3-fluoro-4-methoxyphenyl)-4-(hydroxymethyl)pyrrolidin-2-one), C1(=CC=CC=C1)O (phenol), C1=CC=C(C=C1)P(C2=CC=CC=C2)C3=CC=CC=C3 (PPh3), CC(C)OC(=O)/N=N/C(=O)OC(C)C (DIAD). The solvent is C(Cl)Cl (CH2Cl2). Reaction conditions: time 8 hour. The product is FC=1C=C(C=CC1OC)N1C(CC(C1)COC1=CC=CC=C1)=O (1-(3-fluoro-4-methoxyphenyl)-4-(phenoxymethyl)pyrrolidin-2-one). Reaction SMILES: [F:1][C:2]1[CH:3]=[C:4]([N:10]2[CH2:14][CH:13]([CH2:15][OH:16])[CH2:12][C:11]2=[O:17])[CH:5]=[CH:6][C:7]=1[O:8][CH3:9].[C:18]1(O)[CH:23]=[CH:22][CH:21]=[CH:20][CH:19]=1.C1C=CC(P(C2C=CC=CC=2)C2C=CC=CC=2)=CC=1.CC(OC(/N=N/C(OC(C)C)=O)=O)C>C(Cl)Cl>[F:1][C:2]1[CH:3]=[C:4]([N:10]2[CH2:14][CH:13]([CH2:15][O:16][C:18]3[CH:23]=[CH:22][CH:21]=[CH:20][CH:19]=3)[CH2:12][C:11]2=[O:17])[CH:5]=[CH:6][C:7]=1[O:8][CH3:9]. Procedure: To a solution of 1-(3-fluoro-4-methoxyphenyl)-4-(hydroxymethyl)pyrrolidin-2-one (Step 2, 1.0 g, 4.18 mmol), phenol (0.786 g, 8.36 mmol) and PPh3 (2.41 g, 9.2 mmol) in 50 mL of CH2Cl2 at 0° C. was added DIAD (1.65 mL, 9.2 mmol) slowly via a syringe. The reaction was warmed to RT and stirred overnight. The mixture was concentrated in vacuo and the residue was purified by chromatography (hexanes to 50% EtOAc/hexanes) to give the title compound as a white solid. MS (ESI pos. ion) m/z: 316.2 (M+H). C...